The task is: describe an organic reaction: reactants, conditions, products, and yield. This data is from the Open Reaction Database (ORD), a public repository of structured organic reaction records. The reactants are CC(C)(CO[Si](c1ccccc1)(c1ccccc1)C(C)(C)C)c1nnc(N)s1, CC(C)(SCC1CCCCO1)C(=O)O, Cc1ccccc1, CCN(C(C)C)C(C)C, [Cl-], O=C(Cl)C(=O)Cl, ClCCl, CN(C)C=O. Yields the product CC(C)(SCC1CCCCO1)C(=O)Nc1nnc(C(C)(C)CO[Si](c2ccccc2)(c2ccccc2)C(C)(C)C)s1. As a reaction SMILES: [C:22]([CH3:23])([CH3:24])([CH3:25])[Si:26]([O:27][CH2:28][C:29]([CH3:30])([CH3:31])[c:32]1[n:33][n:34][c:35]([NH2:37])[s:36]1)([c:38]1[cH:39][cH:40][cH:41][cH:42][cH:43]1)[c:44]1[cH:45][cH:46][cH:47][cH:48][cH:49]1.[CH3:1][C:2]([C:3](=[O:4])[OH:5])([CH3:6])[S:7][CH2:8][CH:9]1[O:10][CH2:11][CH2:12][CH2:13][CH2:14]1.[CH3:62][c:63]1[cH:64][cH:65][cH:66][cH:67][cH:68]1.[CH:50]([N:51]([CH2:52][CH3:53])[CH:54]([CH3:55])[CH3:56])([CH3:57])[CH3:58].[Cl-:15].[Cl:16][C:17]([C:18]([Cl:19])=[O:20])=[O:21].[Cl:59][CH2:60][Cl:61].[O:69]=[CH:70][N:71]([CH3:72])[CH3:73]>>[CH3:1][C:2]([C:3](=[O:5])[NH:37][c:35]1[n:34][n:33][c:32]([C:29]([CH2:28][O:27][Si:26]([C:22]([CH3:23])([CH3:24])[CH3:25])([c:38]2[cH:39][cH:40][cH:41][cH:42][cH:43]2)[c:44]2[cH:45][cH:46][cH:47][cH:48][cH:49]2)([CH3:30])[CH3:31])[s:36]1)([CH3:6])[S:7][CH2:8][CH:9]1[O:10][CH2:11][CH2:12][CH2:13][CH2:14]1. Starting materials: NC1=NC=C(C#N)C(=C1)N[C@@H]1[C@H]2CC[C@@H]([C@@H]1CO)C2 (Racemic 6-amino-4-(((1S*,2R*,3S*,4R*)-3-(hydroxymethyl)bicyclo[2.2.1]heptan-2-yl)amino)nicotinonitrile), NC1=NC=C(C#N)C(=C1)N[C@@H]1[C@H]2CC[C@@H]([C@@H]1CO)C2 (Racemic 6-amino-4-(((1S*,2R*,3S*,4R*)-3-(hydroxymethyl)bicyclo[2.2.1]heptan-2-yl)amino)nicotinonitrile), CCN(C(C)C)C(C)C (DIPEA), Cl[Si](CC)(CC)CC (chlorotriethylsilane). Solvent: C1CCOC1 (THF). Run at temperature 70 celsius, time 2 hour. The product is NC1=NC=C(C#N)C(=C1)N[C@@H]1[C@H]2CC[C@@H]([C@@H]1CO[Si](CC)(CC)CC)C2 ((racemic) 6-amino-4-(((1S*,2R*,3S*,4R*)-3-(((triethylsilyl)oxy)methyl)bicyclo[2.2.1]heptan-2-yl)amino)nicotinonitrile). RXN SMILES: [NH2:1][C:2]1[CH:9]=[C:8]([NH:10][C@H:11]2[C@@H:16]([CH2:17][OH:18])[C@H:15]3[CH2:19][C@@H:12]2[CH2:13][CH2:14]3)[C:5]([C:6]#[N:7])=[CH:4][N:3]=1.CCN(C(C)C)C(C)C.Cl[Si:30]([CH2:35][CH3:36])([CH2:33][CH3:34])[CH2:31][CH3:32]>C1COCC1>[NH2:1][C:2]1[CH:9]=[C:8]([NH:10][C@H:11]2[C@@H:16]([CH2:17][O:18][Si:30]([CH2:35][CH3:36])([CH2:33][CH3:34])[CH2:31][CH3:32])[C@H:15]3[CH2:19][C@@H:12]2[CH2:13][CH2:14]3)[C:5]([C:6]#[N:7])=[CH:4][N:3]=1. Procedure: Racemic 6-amino-4-(((1S*,2R*,3S*,4R*)-3-(hydroxymethyl)bicyclo[2.2.1]heptan-2-yl)amino)nicotinonitrile (intermediate 57, 420 mg, 1.63 mmol) was dissolved in THF (8 ml), treated with DIPEA (1.99 ml, 11.4 mmol) and chlorotriethylsilane (1.36 ml, 8.13 mmol). The reaction mixture was then stirred at 70° C. for 2 h. The reaction mixture was quenched with water and diluted in EtOAc. The org layer was separated, washed with water and brine, dried over Na2SO4, filtered and concentrated under vacuum. The... Starting materials: solution, C(C)OC=CB(C=COCC)C=COCC (tris-(2-ethoxy-vinyl)borane), ClC1=NC(=NC=C1)SC (4-chloro-2-(methylthio)pyrimidine), C1=CC=C(C=C1)P(C2=CC=CC=C2)C3=CC=CC=C3 (PPh3), [OH-].[Na+] (NaOH), B.C1CCOC1 (BH3-THF), C(#C)OCC (Ethyl ethynyl ether), C(C)OC=CB(C=COCC)C=COCC (tris-(2-ethoxy-vinyl)borane). Reagents/catalysts: CC(=O)[O-].CC(=O)[O-].[Pd+2] (Pd(OAc)2). Solvent: C1CCOC1 (THF), C1CCOC1 (THF). Reaction conditions: temperature 0 celsius. Yields the product C(C)OC=CC1=NC(=NC=C1)SC (4-(2-Ethoxy-vinyl)-2-methylsulfanyl-pyrimidine). RXN SMILES: [C:1]([O:3][CH2:4][CH3:5])#[CH:2].B.C1COCC1.C(OC=CB(C=COCC)C=COCC)C.Cl[C:29]1[CH:34]=[CH:33][N:32]=[C:31]([S:35][CH3:36])[N:30]=1.C1C=CC(P(C2C=CC=CC=2)C2C=CC=CC=2)=CC=1.[OH-].[Na+]>C1COCC1.CC([O-])=O.CC([O-])=O.[Pd+2]>[CH2:1]([O:3][CH:4]=[CH:5][C:29]1[CH:34]=[CH:33][N:32]=[C:31]([S:35][CH3:36])[N:30]=1)[CH3:2] |f:1.2,6.7,9.10.11|. Reported procedure: Ethyl ethynyl ether (2.50 g, 35.7 mmol) was dissolved in 50 mL anhydrous THF under N2. The solution was cooled to 0° C. and BH3-THF (1.0 M in THF, 11.9 mL, 11.9 mmol) was added drop-wise. The reaction was allowed to warm to RT and after 2 h the tris-(2-ethoxy-vinyl)borane that was generated was used in the next step. A flame dried flask under N2 was charged with 4-chloro-2-(methylthio)pyrimidine (0.200 g, 1.25 mmol), Pd(OAc)2 (0.003 g, 0.01 mmol), PPh3 (0.010 g, 0.040 mmol), NaOH (0.149 g, 3.73 ... The reactants are C([O-])([O-])=O.[K+].[K+] (potassium carbonate), C[C@@H]1CNC(=O)[C@H](NC(=O)/C=C/C[C@H](OC(=O)[C@@H](OC1=O)CC(C)C)[C@H](C)[C@H]2[C@@H](O2)C=3C=CC=CC3)CC=4C=CC(=C(C4)Cl)OC (Cryptophycin 38), Br (HBr). Run in C(OC)COC (dimethoxyethane), C(C)(=O)O (acetic acid). Product: CC1CNC(=O)C(NC(=O)/C=C/CC(OC(=O)C(OC1=O)CC(C)C)C(C)C2C(O2)C3=CC=CC=C3)CC4=CC(=C(C=C4)OC)Cl (cryptophycin). The yield is 40.0%. RXN SMILES: [CH3:1][C@H:2]1[C:20](=[O:21])[O:19][C@@H:18]([CH2:22][CH:23]([CH3:25])[CH3:24])[C:16](=[O:17])[O:15][C@H:14]([C@@H:26]([C@@H:28]2[O:30][C@H:29]2[C:31]2[CH:32]=[CH:33][CH:34]=[CH:35][CH:36]=2)[CH3:27])[CH2:13][CH:12]=[CH:11][C:9](=[O:10])[NH:8][C@H:7]([CH2:37][C:38]2[CH:39]=[CH:40][C:41]([O:45][CH3:46])=[C:42]([Cl:44])[CH:43]=2)[C:5](=[O:6])[NH:4][CH2:3]1.Br.C(=O)([O-])[O-].[K+].[K+]>C(COC)OC.C(O)(=O)C>[CH3:1][CH:2]1[C:20](=[O:21])[O:19][CH:18]([CH2:22][CH:23]([CH3:24])[CH3:25])[C:16](=[O:17])[O:15][CH:14]([CH:26]([CH:28]2[O:30][CH:29]2[C:31]2[CH:36]=[CH:35][CH:34]=[CH:33][CH:32]=2)[CH3:27])[CH2:13][CH:12]=[CH:11][C:9](=[O:10])[NH:8][CH:7]([CH2:37][C:38]2[CH:39]=[CH:40][C:41]([O:45][CH3:46])=[C:42]([Cl:44])[CH:43]=2)[C:5](=[O:6])[NH:4][CH2:3]1 |f:2.3.4|. Reported procedure: A solution of 7 mg of Cryptophycin 38 in 1 mL of dimethoxyethane was treated with 10 μL of 30% HBr in acetic acid at 50° C. for 18 hours. The mixture was brought to the ambient temperature and stirred with 20 mg of powdered dry potassium carbonate for 3 hours. The solution was filtered, the solvent evaporated and the residue subjected to HPLC on an Econosil silica column (250×10 mm, 5μ, 1:1 ethylacetate/hexane, 3 mL/min) to obtain 3.3 mg of crypptophycin 71 (tR 49.6 min) and 2.8 mg of cryptophyc...